From a dataset of the Open Reaction Database (ORD), a public repository of structured organic reaction records. describe an organic reaction: reactants, conditions, products, and yield Product: CC(C)(C)c1cc(O)cc(C(C)(C)C)c1S(=O)c1nnc(-c2ccccn2)o1. RXN SMILES: [C:1]([CH3:2])([CH3:3])([CH3:4])[c:5]1[c:6]([S:16][c:17]2[o:18][c:19](-[c:22]3[n:23][cH:24][cH:25][cH:26][cH:27]3)[n:20][n:21]2)[c:7]([C:12]([CH3:13])([CH3:14])[CH3:15])[cH:8][c:9]([OH:11])[cH:10]1.[C:46](=[O:47])([O-:48])[O-:49].[Cl:52][CH2:53][Cl:54].[Na+:39].[Na+:40].[Na+:50].[Na+:51].[O-:41][S:42]([O-:43])(=[S:44])=[O:45].[OH:28][O:29][C:30]([c:31]1[cH:32][c:33]([Cl:34])[cH:35][cH:36][cH:37]1)=[O:38]>>[C:1]([CH3:2])([CH3:3])([CH3:4])[c:5]1[c:6]([S:16]([c:17]2[o:18][c:19](-[c:22]3[n:23][cH:24][cH:25][cH:26][cH:27]3)[n:20][n:21]2)=[O:28])[c:7]([C:12]([CH3:13])([CH3:14])[CH3:15])[cH:8][c:9]([OH:11])[cH:10]1. Starting materials: CC(C)(C)c1cc(O)cc(C(C)(C)C)c1Sc1nnc(-c2ccccn2)o1, O=C([O-])[O-], ClCCl, [Na+], [Na+], [Na+], [Na+], O=S([O-])([O-])=S, O=C(OO)c1cccc(Cl)c1. The reactants are O (water), B(OC1=CC=C(C=C1)OCCOCCCC)([O-])[O-] (4-(2-butoxyethoxy)phenyl borate), C([O-])([O-])=O.[K+].[K+] (potassium carbonate), BrC=1C=CC2=C(C=C(CCN2CC(C)C)C(=O)OC)C1 (Methyl 7-bromo-1-isobutyl-2,3-dihydro-1-benzazepine-4-carboxylate). The reagents and catalysts are C=1C=CC(=CC1)[P](C=2C=CC=CC2)(C=3C=CC=CC3)[Pd]([P](C=4C=CC=CC4)(C=5C=CC=CC5)C=6C=CC=CC6)([P](C=7C=CC=CC7)(C=8C=CC=CC8)C=9C=CC=CC9)[P](C=1C=CC=CC1)(C=1C=CC=CC1)C=1C=CC=CC1 (tetrakistriphenylphosphinepalladium). Solvent: C1(=CC=CC=C1)C.C(C)O.O (toluene ethanol water). Conditions: time 30 minute. Product: C(CCC)OCCOC1=CC=C(C=C1)C=1C=CC2=C(C=C(CCN2CC(C)C)C(=O)OC)C1 (methyl 7-[4-(2-butoxyethoxy)phenyl]-1-isobutyl-2,3-dihydro-1-benzazepine-4-carboxylate). The yield is 62.4%. Reaction SMILES: Br[C:2]1[CH:3]=[CH:4][C:5]2[N:11]([CH2:12][CH:13]([CH3:15])[CH3:14])[CH2:10][CH2:9][C:8]([C:16]([O:18][CH3:19])=[O:17])=[CH:7][C:6]=2[CH:20]=1.B([O-])([O-])O[C:23]1[CH:28]=[CH:27][C:26]([O:29][CH2:30][CH2:31][O:32][CH2:33][CH2:34][CH2:35][CH3:36])=[CH:25][CH:24]=1.C(=O)([O-])[O-].[K+].[K+].O>C1(C)C=CC=CC=1.C(O)C.O.C1C=CC([P]([Pd]([P](C2C=CC=CC=2)(C2C=CC=CC=2)C2C=CC=CC=2)([P](C2C=CC=CC=2)(C2C=CC=CC=2)C2C=CC=CC=2)[P](C2C=CC=CC=2)(C2C=CC=CC=2)C2C=CC=CC=2)(C2C=CC=CC=2)C2C=CC=CC=2)=CC=1>[CH2:33]([O:32][CH2:31][CH2:30][O:29][C:26]1[CH:25]=[CH:24][C:23]([C:2]2[CH:3]=[CH:4][C:5]3[N:11]([CH2:12][CH:13]([CH3:15])[CH3:14])[CH2:10][CH2:9][C:8]([C:16]([O:18][CH3:19])=[O:17])=[CH:7][C:6]=3[CH:20]=2)=[CH:28][CH:27]=1)[CH2:34][CH2:35][CH3:36] |f:2.3.4,6.7.8,^1:60,62,81,100|. Procedure: Methyl 7-bromo-1-isobutyl-2,3-dihydro-1-benzazepine-4-carboxylate (0.90 g) was dissolved in toluene/ethanol/water (=10/1/1, 41 ml). To the solution were added 4-(2-butoxyethoxy)phenyl borate (0.76 g) and potassium carbonate (0.18 g), and the mixture was stirred under argon atmosphere for 30 minutes. To the mixture was added tetrakistriphenylphosphinepalladium (123 mg), and the mixture was heated to reflux for 14 hours. After cooled to room temperature, the reaction solution was added to water, a... Reactants: COc1cc(C(O[Si](C)(C)C(C)(C)C)C(CC#N)CCCc2ccccc2)cc(OC)c1C, CC(C)C[Al+]CC(C)C, Cc1ccccc1, CCOC(C)=O, Cl, [H-], Cc1ccccc1. Yields the product COc1cc(C(O[Si](C)(C)C(C)(C)C)C(CC=O)CCCc2ccccc2)cc(OC)c1C. Reaction SMILES: [C:8]([CH3:9])([CH3:10])([CH3:11])[Si:12]([O:13][CH:14]([CH:15]([CH2:16][C:17]#[N:18])[CH2:19][CH2:20][CH2:21][c:22]1[cH:23][cH:24][cH:25][cH:26][cH:27]1)[c:28]1[cH:29][c:30]([O:37][CH3:38])[c:31]([CH3:36])[c:32]([O:34][CH3:35])[cH:33]1)([CH3:39])[CH3:40].[CH2:49]([Al+:50][CH2:51][CH:52]([CH3:53])[CH3:54])[CH:55]([CH3:56])[CH3:57].[CH3:1][c:2]1[cH:3][cH:4][cH:5][cH:6][cH:7]1.[CH3:59][CH2:60][O:61][C:62](=[O:63])[CH3:64].[ClH:58].[H-:48].[c:41]1([CH3:42])[cH:43][cH:44][cH:45][cH:46][cH:47]1>>[C:8]([CH3:9])([CH3:10])([CH3:11])[Si:12]([O:13][CH:14]([CH:15]([CH2:16][CH:17]=[O:61])[CH2:19][CH2:20][CH2:21][c:22]1[cH:23][cH:24][cH:25][cH:26][cH:27]1)[c:28]1[cH:29][c:30]([O:37][CH3:38])[c:31]([CH3:36])[c:32]([O:34][CH3:35])[cH:33]1)([CH3:39])[CH3:40]. The reactants are BrC=1C=C(C=C(C1OC1=CC(=C(C=C1)N)N)Br)CC(=O)OC (methyl [3,5-dibromo-4-(3,4-diaminophenoxy)phenyl]acetate), COC(CC1=CC(=C(C(=C1)Br)OC1=CC(=C(C=C1)N)[N+](=O)[O-])Br)=O (Methyl[3,5-dibromo-4-(4-amino-3-nitrophenoxy)phenyl]acetate), S(=O)([O-])S(=O)[O-].[Na+].[Na+] (sodium dithionite), Cl (hydrochloric acid), C(C)(=O)CC(C)=O (acetylacetone). Run in CO (methanol). Product: BrC=1C=C(C=C(C1OC1=CC2=C(N=C(N2)C)C=C1)Br)CC(=O)OC (methyl [3,5-dibromo-4-(2-methyl-5-benzoimidazolyloxy)phenyl]acetate). The yield is 5.0%. As a reaction SMILES: [CH3:1][O:2][C:3](=[O:24])[CH2:4][C:5]1[CH:10]=[C:9]([Br:11])[C:8]([O:12][C:13]2[CH:18]=[CH:17][C:16]([NH2:19])=[C:15]([N+:20]([O-])=O)[CH:14]=2)=[C:7]([Br:23])[CH:6]=1.S(S([O-])=O)([O-])=O.[Na+].[Na+].Br[C:34]1C=C(CC(OC)=O)C=C(Br)[C:39]=1OC1C=CC(N)=C(N)C=1.Cl.C(CC(=O)C)(=O)C>CO>[Br:23][C:7]1[CH:6]=[C:5]([CH2:4][C:3]([O:2][CH3:1])=[O:24])[CH:10]=[C:9]([Br:11])[C:8]=1[O:12][C:13]1[CH:18]=[CH:17][C:16]2[N:19]=[C:34]([CH3:39])[NH:20][C:15]=2[CH:14]=1 |f:1.2.3|. Procedure details: Methyl[3,5-dibromo-4-(4-amino-3-nitrophenoxy)phenyl]acetate (1.1 g, Example 2(b)) was treated with sodium dithionite as described in Example 2(c). The formed methyl [3,5-dibromo-4-(3,4-diaminophenoxy)phenyl]acetate was dissolved in methanol (36 mL). An aqueous solution of hydrochloric acid (35%, 2.1 mL) was added, followed by acetylacetone (0.48 g). The reaction mixture was refluxed for 5.5 hours, cooled down and the formed yellow precipitate was filtered off. After recrystallisation from ethano... Reactants: [Al+3], C1CCOC1, [H-], [H-], [H-], [H-], [Li+], N#Cc1ccc(N)nc1, [Na+], [Na+], O=S(=O)([O-])[O-], O. The product is Nc1ccc(C=O)cn1. Reaction SMILES: [Al+3:11].[CH2:24]1[O:25][CH2:26][CH2:27][CH2:28]1.[H-:10].[H-:13].[H-:14].[H-:15].[Li+:12].[NH2:1][c:2]1[n:3][cH:4][c:5]([C:8]#[N:9])[cH:6][cH:7]1.[Na+:17].[Na+:18].[O-:19][S:20](=[O:21])(=[O:22])[O-:23].[OH2:16]>>[NH2:1][c:2]1[n:3][cH:4][c:5]([CH:8]=[O:19])[cH:6][cH:7]1. The reactants are CC1(CC2(OCCO2)CCC1=O)C (7,7-dimethyl-1,4-dioxaspiro[4.5]decan-8-one), [BH4-].[Na+] (sodium borohydride), O (Water), C(C)(=O)OCC (ethyl acetate). The solvent is CO (MeOH), petroleum ether. Run at time 60 minute. Product: CC1(CC2(OCCO2)CCC1O)C (7,7-dimethyl-1,4-dioxaspiro[4.5]decan-8-ol). Isolated yield 99.0%. RXN SMILES: [CH3:1][C:2]1([CH3:13])[C:11](=[O:12])[CH2:10][CH2:9][C:4]2([O:8][CH2:7][CH2:6][O:5]2)[CH2:3]1.[BH4-].[Na+].C(OCC)(=O)C.O>CO>[CH3:1][C:2]1([CH3:13])[CH:11]([OH:12])[CH2:10][CH2:9][C:4]2([O:5][CH2:6][CH2:7][O:8]2)[CH2:3]1 |f:1.2|. Procedure details: To a solution of 7,7-dimethyl-1,4-dioxaspiro[4.5]decan-8-one (1.0 equiv.) in MeOH (0.5 M) was added sodium borohydride (1.0 equiv.) slowly at 0° C. under nitrogen, and the resulting reaction mixture was stirred at room temperature for 60 min. TLC (petroleum ether:ethyl acetate=10:1) showed that the reaction was completed. Water was added, and the solvent was removed under reduced pressure. The aqueous layer was extracted with DCM. The combined organic layers were washed with brine, dried over an... Reactants: C(C1=CC=CC=C1)OC1=NC(=C(C=C1C=O)C(C)O)C (2-benzyloxy-5-(1-hydroxyethyl)-6-methylpyridin-3-carboxaldehyde), C(C1=CC=CC=C1)OC1=C(C=O)C=CC=N1 (benzyloxynicotinaldehyde). Product: O1C(=NC2=C1C=CC=C2)C=CC=2C(=NC(=C(C2)C(C)O)C)OCC2=CC=CC=C2 (3-[2-(benzoxazol-2-yl)ethenyl]-5-(1-hydroxyethyl)-6-methyl-2-benzyloxypyridine). As a reaction SMILES: [CH2:1]([O:8][C:9]1[C:14]([CH:15]=O)=[CH:13][C:12]([CH:17]([OH:19])[CH3:18])=[C:11]([CH3:20])[N:10]=1)[C:2]1[CH:7]=[CH:6][CH:5]=[CH:4][CH:3]=1.C(OC1N=CC=CC=1C=O)[C:22]1[CH:27]=[CH:26][CH:25]=[CH:24][CH:23]=1>>[O:8]1[C:27]2[CH:26]=[CH:25][CH:24]=[CH:23][C:22]=2[N:10]=[C:9]1[CH:14]=[CH:15][C:14]1[C:9]([O:8][CH2:1][C:2]2[CH:7]=[CH:6][CH:5]=[CH:4][CH:3]=2)=[N:10][C:11]([CH3:20])=[C:12]([CH:17]([OH:19])[CH3:18])[CH:13]=1. Procedure: Following substantially the same procedure described in Example 3, Step E, but substituting 2-benzyloxy-5-(1-hydroxyethyl)-6-methylpyridin-3-carboxaldehyde for the benzyloxynicotinaldehyde compound used therein, the title compound is obtained.